Dataset: the Open Reaction Database (ORD), a public repository of structured organic reaction records. Task: describe an organic reaction: reactants, conditions, products, and yield Reactants: COC(=O)C1=NC=C(C(=C1)C)[N+](=O)[O-] (4-Methyl-5-nitro-pyridine-2-carboxylic acid methyl ester), OC1=C(C=CC=C1)C(C)=O (2′-hydroxyacetophenone), C[Si](N[Si](C)(C)C)(C)C.[Li] (lithium hexamethyldisilazane), ice, Cl (hydrochloric acid). Solvent: O1CCCC1 (tetrahydrofuran), O1CCCC1 (tetrahydrofuran). Reaction conditions: temperature -10 celsius, time 2 hour. The product is CC1=CC(=NC=C1[N+](=O)[O-])C=1OC2=CC=CC=C2C(C1)=O (2-(4-Methyl-5-nitro-pyridin-2-yl)-chromen-4-one). Isolated yield 66.6%. Reaction SMILES: [OH:1][C:2]1[CH:7]=[CH:6][CH:5]=[CH:4][C:3]=1[C:8](=[O:10])[CH3:9].C[Si](C)(C)N[Si](C)(C)C.[Li].CO[C:23]([C:25]1[CH:30]=[C:29]([CH3:31])[C:28]([N+:32]([O-:34])=[O:33])=[CH:27][N:26]=1)=O.Cl>O1CCCC1>[CH3:31][C:29]1[C:28]([N+:32]([O-:34])=[O:33])=[CH:27][N:26]=[C:25]([C:23]2[O:1][C:2]3[C:3]([C:8](=[O:10])[CH:9]=2)=[CH:4][CH:5]=[CH:6][CH:7]=3)[CH:30]=1 |f:1.2,^1:19|. Procedure details: A solution of 2′-hydroxyacetophenone (1.68 g, 12.39 mmol) in tetrahydrofuran (120 ml) under argon was cooled to −78° C. and treated dropwise with lithium hexamethyldisilazane (1M in tetrahydrofuran, 2.25 ml, 2.25 mmol). The solution was stirred at −78° C. for 1 hour and at −10° C. for 2 hours then cooled down to −78° C. and treated dropwise with a solution of 4-Methyl-5-nitro-pyridine-2-carboxylic acid methyl ester (WO2005/103003) (2.42 g, 12.39 mmol) in tetrahydrofuran (60 ml). The dark red sol... Reactants: C(#N)C1=CC=2C3=C(N(C2C=N1)COCC[Si](C)(C)C)N=CC=C3N3CCN(CC3)C(=O)OC(C)(C)C (tert-butyl 4-(6-cyano-9-((2-(trimethylsilyl)ethoxy)methyl)-9H-dipyrido[2,3-b;4′,3′-d]pyrrol-4-yl)piperazine-1-carboxylate), FC(C(=O)O)(F)F (trifluoroacetic acid). Run in C(Cl)Cl (methylene chloride), C(Cl)Cl (methylene chloride). Run at time 4 hour. Yields the product N1(CCNCC1)C1=CC=NC=2N(C3=C(C21)C=C(N=C3)C#N)COCC[Si](C)(C)C (4-(piperazin-1-yl)-9-((2-(trimethylsilyl)ethoxy)methyl)-9H-dipyrido[2,3-b;4′,3′-d]pyrrole-6-carbonitrile). RXN SMILES: [C:1]([C:3]1[N:11]=[CH:10][C:9]2[N:8]([CH2:12][O:13][CH2:14][CH2:15][Si:16]([CH3:19])([CH3:18])[CH3:17])[C:7]3[N:20]=[CH:21][CH:22]=[C:23]([N:24]4[CH2:29][CH2:28][N:27](C(OC(C)(C)C)=O)[CH2:26][CH2:25]4)[C:6]=3[C:5]=2[CH:4]=1)#[N:2].FC(F)(F)C(O)=O>C(Cl)Cl>[N:24]1([C:23]2[C:6]3[C:5]4[CH:4]=[C:3]([C:1]#[N:2])[N:11]=[CH:10][C:9]=4[N:8]([CH2:12][O:13][CH2:14][CH2:15][Si:16]([CH3:19])([CH3:18])[CH3:17])[C:7]=3[N:20]=[CH:21][CH:22]=2)[CH2:29][CH2:28][NH:27][CH2:26][CH2:25]1. Reported procedure: A solution of tert-butyl 4-(6-cyano-9-((2-(trimethylsilyl)ethoxy)methyl)-9H-dipyrido[2,3-b;4′,3′-d]pyrrol-4-yl)piperazine-1-carboxylate (440 mg, 0.8 mmol) in methylene chloride (3 mL) was treated with trifluoroacetic acid (0.6 mL, 8.0 mmol) and the reaction mixture was stirred at ambient temperature for 4 hours. The reaction mixture was diluted with methylene chloride (50 mL) and washed with saturated aqueous sodium carbonate solution (10 mL). The organic layer was separated, dried over sodium s... Yields the product CC(C)CCCCCCc1ccc(C2CCC3(COC(=O)N3)C2)cc1. The reactants are Cc1ccccc1, CO, [Cu+2], [Na+], [Na+], O=S(=O)([O-])[O-], [OH-], [OH-], O, CC(C)(O)CCCCCCc1ccc(C2CCC3(COC(=O)N3)C2)cc1, [Pd+2], O=S(=O)([O-])[O-]. Reaction SMILES: [CH3:34][c:35]1[cH:36][cH:37][cH:38][cH:39][cH:40]1.[CH3:41][OH:42].[Cu+2:49].[Na+:27].[Na+:28].[O-:29][S:30]([O-:31])(=[O:32])=[O:33].[OH-:50].[OH-:52].[OH2:43].[OH:1][C:2]([CH2:3][CH2:4][CH2:5][CH2:6][CH2:7][CH2:8][c:9]1[cH:10][cH:11][c:12]([CH:15]2[CH2:16][C:17]3([CH2:18][O:19][C:20](=[O:22])[NH:21]3)[CH2:23][CH2:24]2)[cH:13][cH:14]1)([CH3:25])[CH3:26].[Pd+2:51].[S:44]([O-:45])([O-:46])(=[O:47])=[O:48]>>[CH:2]([CH2:3][CH2:4][CH2:5][CH2:6][CH2:7][CH2:8][c:9]1[cH:10][cH:11][c:12]([CH:15]2[CH2:16][C:17]3([CH2:18][O:19][C:20](=[O:22])[NH:21]3)[CH2:23][CH2:24]2)[cH:13][cH:14]1)([CH3:25])[CH3:26]. RXN SMILES: O1[C:5]2([CH2:10][CH2:9][N:8]([C:11]3[CH:16]=[CH:15][C:14]([N:17]4[CH2:21][C@H:20]([CH2:22][N:23]5[CH:27]=[CH:26][N:25]=[N:24]5)[O:19][C:18]4=[O:28])=[CH:13][C:12]=3[F:29])[CH2:7][CH2:6]2)[O:4]CC1>C(O)(=O)C.O>[O:4]=[C:5]1[CH2:6][CH2:7][N:8]([C:11]2[CH:16]=[CH:15][C:14]([N:17]3[CH2:21][C@H:20]([CH2:22][N:23]4[CH:27]=[CH:26][N:25]=[N:24]4)[O:19][C:18]3=[O:28])=[CH:13][C:12]=2[F:29])[CH2:9][CH2:10]1. Reported procedure: (5R)-3-(4-(1,4-Dioxa-8-azaspiro[4,5]dec-8-yl)-3-fluorophenyl)-5-(1,2,3-triazol-1-ylmethyl)oxazolidin-2-one (1.47 g, 3.65 mM) was dissolved in a mixture of glacial acetic acid (30 ml) and water (30 ml), and heated at 50° for 18 hours. Solvent was evaporated, the residue azeotroped with toluene (50 ml), then partitioned between ethyl acetate (150 ml) and water (100 ml). The organic layer was washed with saturated aqueous sodium bicarbonate solution (2×100 ml), water (100 ml), dried (magnesium sulf... Reactants: O1CCOC12CCN(CC2)C2=C(C=C(C=C2)N2C(O[C@H](C2)CN2N=NC=C2)=O)F ((5R)-3-(4-(1,4-Dioxa-8-azaspiro[4,5]dec-8-yl)-3-fluorophenyl)-5-(1,2,3-triazol-1-ylmethyl)oxazolidin-2-one). Run in C(C)(=O)O (acetic acid), O (water). The yield is 68.3%. Product: O=C1CCN(CC1)C1=C(C=C(C=C1)N1C(O[C@H](C1)CN1N=NC=C1)=O)F ((5R)-3-(4-(4-Oxopiperidin-1-yl)-3-fluorophenyl)-5-(1,2,3-triazol-1-ylmethyl)oxazolidin-2-one). The reactants are CO, C1C2CCC1C(OC2=O)=O. The reagents and catalysts are c1ccc(cc1)-c2c3ccccc3cc4ccccc24 (9-Phenylanthracene), (DHQ)2AQN. Run in CC(C)(C)OC (tBME). Run at temperature 20 celsius, time 18 hour. The product is COC(=O)[C@H]1CC[C@H](C1)C(=O)O. RXN SMILES: [O:1]=[C:2]1[CH:9]([CH2:10][CH:6]2[C:4](=[O:5])[O:3]1)[CH2:8][CH2:7]2>>C[O:3][C:4]([C@@H:6]1[CH2:10][C@H:9]([C:2](O)=[O:1])[CH2:8][CH2:7]1)=[O:5]. Reactants: C(CCC)OC(C=C(C=CC=C(C=CC1=C(C(=C(C=C1C)C)C)C)C)C)=O (9-(2,3,4,6-tetramethylphenyl)-3,7-dimethyl-nona-2,4,6,8-tetraen-1-oic acid butyl ester), [Cl-].CC1=C(C[P+](C2=CC=CC=C2)(C2=CC=CC=C2)C2=CC=CC=C2)C(=CC(=C1C)C)C (2,3,4,6-tetramethyl-benzyltriphenylphosphonium chloride), C(CCC)OC(C=C(C=CC=C(C)C=O)C)=O (7-formyl-3-methyl-octa-2,4,6-trien-1-oic acid butyl ester). Yields the product CC1=C(C(=CC(=C1C)C)C)C=CC(=CC=CC(=CC(=O)O)C)C (9-(2,3,4,6-tetra-methyl-phenyl)-3,7-dimethyl-nona-2,4,6,8-tetraen-1-oic acid). Reaction SMILES: C([O:5][C:6](=[O:27])[CH:7]=[C:8]([CH3:26])[CH:9]=[CH:10][CH:11]=[C:12]([CH3:25])[CH:13]=[CH:14][C:15]1[C:20]([CH3:21])=[CH:19][C:18]([CH3:22])=[C:17]([CH3:23])[C:16]=1[CH3:24])CCC.[Cl-].CC1C(C)=C(C)C=C(C)C=1C[P+](C1C=CC=CC=1)(C1C=CC=CC=1)C1C=CC=CC=1.C(OC(=O)C=C(C)C=CC=C(C=O)C)CCC>>[CH3:24][C:16]1[C:17]([CH3:23])=[C:18]([CH3:22])[CH:19]=[C:20]([CH3:21])[C:15]=1[CH:14]=[CH:13][C:12]([CH3:25])=[CH:11][CH:10]=[CH:9][C:8]([CH3:26])=[CH:7][C:6]([OH:27])=[O:5] |f:1.2|. Reported procedure: By the procedure of Example 14, 9-(2,3,4,6-tetramethylphenyl)-3,7-dimethyl-nona-2,4,6,8-tetraen-1-oic acid butyl ester is manufactured from 2,3,4,6-tetramethyl-benzyltriphenylphosphonium chloride by reaction with 7-formyl-3-methyl-octa-2,4,6-trien-1-oic acid butyl ester. From this product, there is produced by the procedure of Example 15 9-(2,3,4,6-tetra-methyl-phenyl)-3,7-dimethyl-nona-2,4,6,8-tetraen-1-oic acid of melting point 201°-202° C. Reactants: C[SiH](Cl)Cl (MeSiHCl2), CC(CC=C)C (4-methyl-1-pentene). Reaction conditions: temperature 50 celsius. The product is C[Si](Cl)(Cl)CCCC(C)C (MeSiCl2CH2CH2CH2CHMe2). As a reaction SMILES: [CH3:1][SiH:2]([Cl:4])[Cl:3].[CH3:5][CH:6]([CH3:10])[CH2:7][CH:8]=[CH2:9]>>[CH3:1][Si:2]([CH2:9][CH2:8][CH2:7][CH:6]([CH3:10])[CH3:5])([Cl:4])[Cl:3]. Reported procedure: In a 25 ml apparatus, there were combined 2.6 g (0.023 mol) of MeSiHCl2, 2.0 g (0.023 mol) of EtMe2SiH, and 1.9 g (0.023 mol) of 4-methyl-1-pentene. A few droplets of Pt catalyst solution were added at 22° C. Gentle heating caused an exothermic reaction to 53° C. over 21 min., followed by heating at 50° C. for 130 min. VPC analysis of the complete reaction showed equivalent yields of MeSiCl2CH2CH2CH2CHMe2 and EtMe2SiCH2CH2CH2CHMe2. This example shows that while the promoting effect of EtMe2SiH i... Starting materials: Cl (HCl), NC=1SC2=C(N1)CCC(C2)=O (2-amino-6-oxo-4,5,6,7-tetrahydro-1,3-benzothiazole), C(C)(=O)[O-].[NH4+] (ammonium acetate), C(#N)[BH3-].[Na+] (sodium cyanoborohydride). The solvent is CO (methanol). Product: NC=1SC2=C(N1)CCC(C2)N (2,6-diamino-4,5,6,7-tetrahydro-1,3-benzothiazole). Isolated yield 70.3%. Reaction SMILES: [NH2:1][C:2]1[S:3][C:4]2[CH2:10][C:9](=O)[CH2:8][CH2:7][C:5]=2[N:6]=1.C([O-])(=O)C.[NH4+].C([BH3-])#[N:18].[Na+].Cl>CO>[NH2:1][C:2]1[S:3][C:4]2[CH2:10][CH:9]([NH2:18])[CH2:8][CH2:7][C:5]=2[N:6]=1 |f:1.2,3.4|. Procedure: A solution of 2-amino-6-oxo-4,5,6,7-tetrahydro-1,3-benzothiazole (2.0 g, 12 mmol), ammonium acetate (9.2 g, 120 mmol) and sodium cyanoborohydride (0.53 g, 8.4 mmol) in 40 mL of methanol was stirred under nitrogen at ambient temperature for 48 hours. Concentrated HCl was added and methanol was removed in vacuo. The residue was mixed with water and solution was made alkaline with NaOH. White precipitate was removed by filtration, washed with water and dried to give 1.0 g of the title compound. The... The solvent is O (water). Reaction SMILES: C(OC([N:8]1[CH2:13][C@H:12]([CH3:14])[N:11]([CH2:15][CH2:16][CH2:17][C:18]2[CH:23]=[CH:22][CH:21]=[CH:20][CH:19]=2)[C@H:10]([CH3:24])[CH2:9]1)=O)(C)(C)C.Cl>O>[C:18]1([CH2:17][CH2:16][CH2:15][N:11]2[C@H:10]([CH3:24])[CH2:9][NH:8][CH2:13][C@@H:12]2[CH3:14])[CH:23]=[CH:22][CH:21]=[CH:20][CH:19]=1. Reactants: C(C)(C)(C)OC(=O)N1C[C@H](N([C@H](C1)C)CCCC1=CC=CC=C1)C (cis-1-tert-butoxycarbonyl-3,5-dimethyl-4-(3-phenylpropan-1-yl)piperazine), Cl (hydrochloric acid). Procedure: To 11.76 g (35.4 mmol.) of cis-1-tert-butoxycarbonyl-3,5-dimethyl-4-(3-phenylpropan-1-yl)piperazine was added, at room temperature, 10 ml (120 mmol.) of 12N hydrochloric acid. The mixture was stirred for one hour. To the reaction system was added water. Impurities were removed by extraction with ethyl acetate. The solution was made alkaline by the addition of an aqueous solution of sodium hydroxide, which was subjected to extraction with ethyl acetate. The organic layer was washed with a saturat... Conditions: time 1 hour. Product: C1(=CC=CC=C1)CCCN1[C@H](CNC[C@H]1C)C (cis-1-(3-phenylpropan-1-yl)-2,6-dimethyl-piperazine).